From a dataset of the Open Reaction Database (ORD), a public repository of structured organic reaction records. describe an organic reaction: reactants, conditions, products, and yield Starting materials: [Cl-], Cl, O=Cc1cc(F)c(F)c(Cl)c1F, [K+]. Product: O=C(Cl)c1cc(F)c(F)c(Cl)c1F. Reaction SMILES: [Cl-:1].[Cl:15].[Cl:3][c:4]1[c:5]([F:14])[c:6]([CH:7]=[O:8])[cH:9][c:10]([F:13])[c:11]1[F:12].[K+:2]>>[Cl:1][C:7]([c:6]1[c:5]([F:14])[c:4]([Cl:3])[c:11]([F:12])[c:10]([F:13])[cH:9]1)=[O:8].